Dataset: the Open Reaction Database (ORD), a public repository of structured organic reaction records. Task: describe an organic reaction: reactants, conditions, products, and yield Reactants: [OH-].[Na+] (Sodium hydroxide), CC(C)(C)C=1C=CC(=CC1)S(=O)(=O)NC=2C(=C(N=C(N2)C=3N=CC=CN3)OCCO)OC=4C=CC=CC4OC (bosentan). Solvent: CO (methanol), ClCCl (dichloromethane), C(C)(=O)OCC (ethyl acetate). Conditions: time 3.5 hour. Yields the product CC(C)(C)C=1C=CC(=CC1)S(=O)(=O)[N-]C=2C(=C(N=C(N2)C=3N=CC=CN3)OCCO)OC=4C=CC=CC4OC.[Na+] (Bosentan Sodium). RXN SMILES: [OH-].[Na+:2].[CH3:3][C:4]([C:7]1[CH:8]=[CH:9][C:10]([S:13]([NH:16][C:17]2[C:18]([O:33][C:34]3[CH:35]=[CH:36][CH:37]=[CH:38][C:39]=3[O:40][CH3:41])=[C:19]([O:29][CH2:30][CH2:31][OH:32])[N:20]=[C:21]([C:23]3[N:24]=[CH:25][CH:26]=[CH:27][N:28]=3)[N:22]=2)(=[O:15])=[O:14])=[CH:11][CH:12]=1)([CH3:6])[CH3:5]>CO.ClCCl.C(OCC)(=O)C>[CH3:6][C:4]([C:7]1[CH:12]=[CH:11][C:10]([S:13]([N-:16][C:17]2[C:18]([O:33][C:34]3[CH:35]=[CH:36][CH:37]=[CH:38][C:39]=3[O:40][CH3:41])=[C:19]([O:29][CH2:30][CH2:31][OH:32])[N:20]=[C:21]([C:23]3[N:28]=[CH:27][CH:26]=[CH:25][N:24]=3)[N:22]=2)(=[O:14])=[O:15])=[CH:9][CH:8]=1)([CH3:3])[CH3:5].[Na+:2] |f:0.1,6.7|. Reported procedure: Sodium hydroxide (0.44 g) was added to a mixture of bosentan (5 g) in methanol (10 mL), dichloromethane (2.5 mL) and ethyl acetate (40 mL). The reaction mixture was stirred for 3.5 hours at 20° C. to 25° C. and the solid was filtered to obtain the title compound. Starting materials: O (water), C(C#CC)OC1=CC=C(C=C1)C[C@@H](C(=O)OC)NC(=O)[C@H]([C@](C(=O)OC(C)(C)C)(C)O)\C=C\CCCCCCC1(OCCO1)CCCCCCC ((2S,3S,E)-tert-Butyl 3-((S)-3-(4-(but-2-ynyloxy)phenyl)-1-methoxy-1-oxopropan-2-ylcarbamoyl)-11-(2-heptyl-1,3-dioxolan-2-yl)-2-hydroxy-2-methylundec-4-enoate), FC(C(=O)O)(F)F (Trifluoroacetic acid). The solvent is ClCCl (dichloromethane). Reaction conditions: time 2 hour. Yields the product C(C#CC)OC1=CC=C(C=C1)C[C@@H](C(=O)OC)NC(=O)[C@H]([C@](C(=O)O)(C)O)\C=C\CCCCCCC(CCCCCCC)=O ((E)-(2S,3S)-3-[(S)-2-(4-but-2-ynyloxy-phenyl)-1-methoxycarbonyl-ethylcarbamoyl]-2-hydroxy-2-methyl-12-oxo-nonadec-4-enoic acid). The yield is 91.0%. RXN SMILES: [CH2:1]([O:5][C:6]1[CH:11]=[CH:10][C:9]([CH2:12][C@H:13]([NH:18][C:19]([C@@H:21](/[CH:32]=[CH:33]/[CH2:34][CH2:35][CH2:36][CH2:37][CH2:38][CH2:39][C:40]2([CH2:45][CH2:46][CH2:47][CH2:48][CH2:49][CH2:50][CH3:51])OCC[O:41]2)[C@@:22]([OH:31])([CH3:30])[C:23]([O:25]C(C)(C)C)=[O:24])=[O:20])[C:14]([O:16][CH3:17])=[O:15])=[CH:8][CH:7]=1)[C:2]#[C:3][CH3:4].O.FC(F)(F)C(O)=O>ClCCl>[CH2:1]([O:5][C:6]1[CH:11]=[CH:10][C:9]([CH2:12][C@H:13]([NH:18][C:19]([C@@H:21](/[CH:32]=[CH:33]/[CH2:34][CH2:35][CH2:36][CH2:37][CH2:38][CH2:39][C:40](=[O:41])[CH2:45][CH2:46][CH2:47][CH2:48][CH2:49][CH2:50][CH3:51])[C@@:22]([OH:31])([CH3:30])[C:23]([OH:25])=[O:24])=[O:20])[C:14]([O:16][CH3:17])=[O:15])=[CH:8][CH:7]=1)[C:2]#[C:3][CH3:4]. Procedure: (2S,3S,E)-tert-Butyl 3-((S)-3-(4-(but-2-ynyloxy)phenyl)-1-methoxy-1-oxopropan-2-ylcarbamoyl)-11-(2-heptyl-1,3-dioxolan-2-yl)-2-hydroxy-2-methylundec-4-enoate (540 mg, 0.756 mmol) was dissolved in dichloromethane (3.5 mL), and water (0.35 mL) was added. Trifluoroacetic acid (10 mL) was added and the mixture was stirred at room temperature for 2 hours. The reaction solution was concentrated. The residue was then purified by diol column chromatography (n-hexane/acetone) to obtain the target compoun... The reactants are O (water), [OH-].[Na+] (sodium hydroxide), ClCCCC(C(=O)OC)C1CCCCC1 (methyl 5-chloro-2-cyclohexyl-valerate), CO (methanol). The solvent is C(C)OCC (diethyl ether), C1CCOC1 (THF). Conditions: temperature 60 celsius, time 2 hour. The product is ClCCCC(C(=O)O)C1CCCCC1 (5-chloro-2-cyclohexyl-valeric acid). Yield: 30.5%. Reaction SMILES: [OH-].[Na+].[Cl:3][CH2:4][CH2:5][CH2:6][CH:7]([CH:12]1[CH2:17][CH2:16][CH2:15][CH2:14][CH2:13]1)[C:8]([O:10]C)=[O:9].CO.O>C1COCC1.C(OCC)C>[Cl:3][CH2:4][CH2:5][CH2:6][CH:7]([CH:12]1[CH2:17][CH2:16][CH2:15][CH2:14][CH2:13]1)[C:8]([OH:10])=[O:9] |f:0.1|. Procedure: A 5 N sodium hydroxide solution (2.5 ml) was added to a solution of methyl 5-chloro-2-cyclohexyl-valerate (1.00 g) in THF (3 ml)-methanol (6 ml). The reaction solution was stirred at room temperature for six hours and at 60° C. for further two hours. After allowing the reaction solution to cool, water and diethyl ether were added to the reaction solution, and the aqueous layer was separated. 5 N hydrochloric acid (2.6 ml) and ethyl acetate were added to the aqueous layer, and the organic layer w...